From a dataset of the Open Reaction Database (ORD), a public repository of structured organic reaction records. describe an organic reaction: reactants, conditions, products, and yield Reactants: OOS(=O)[O-].[K+] (OXONE), OC1C2=C(SCC1(C)C)SC(=C2)S(=O)(=O)N (5,6-dihydro-4-hydroxy-5,5-dimethyl-4H-thieno[2,3-b]thiopyran-2-sulfonamide). The solvent is O (water), CO (methanol). Run at time 2.5 hour. Yields the product OC1C2=C(S(CC1(C)C)(=O)=O)SC(=C2)S(=O)(=O)N (5,6-Dihydro-4-hydroxy-5,5-dimethyl-4H-thieno[2,3-b]thiopyran-2-sulfonamide-7,7-dioxide). Yield: 91.0%. Reaction SMILES: OO[S:3]([O-:5])=[O:4].[K+].[OH:7][CH:8]1[C:13]([CH3:15])([CH3:14])[CH2:12]S[C:10]2[S:16][C:17]([S:19]([NH2:22])(=[O:21])=[O:20])=[CH:18][C:9]1=2>O.CO>[OH:7][CH:8]1[C:13]([CH3:12])([CH3:14])[CH2:15][S:3](=[O:5])(=[O:4])[C:10]2[S:16][C:17]([S:19]([NH2:22])(=[O:21])=[O:20])=[CH:18][C:9]1=2 |f:0.1|. Reported procedure: A solution of OXONE® (2.71 g, 0.0044 m) in water (15 ml) was added to a solution of 5,6-dihydro-4-hydroxy-5,5-dimethyl-4H-thieno[2,3-b]thiopyran-2-sulfonamide (0.90 g, 0.0032 m) in methanol (15 ml) over 10 minutes and the mixture was stirred at ambient temperature for 2.5 hours. The mixture was filtered, the solid was washed with methanol, and the combined filtrate and washings were concentrated in vacuo below 65° C. to remove methanol. The aqueous suspension was extracted with ethyl acetate (3×... Reactants: B(F)(F)F.CCOCC (Boron trifluoride etherate), [OH-].[K+] (potassium hydroxide), BrC=1C=CC(=C(C1)C(=O)C1=CC=C(C=C1)OC)F ((5-bromo-2-fluoro-phenyl)-(4-methoxy-phenyl)-methanone), C(C)[SiH](CC)CC (triethylsilane), B(F)(F)F.CCOCC (boron trifluoride etherate). Solvent: O (water), ClCCl (dichloromethane), C(C)#N (acetonitrile). Run at time 8 hour. The product is BrC1=CC(=C(C=C1)F)CC1=CC=C(C=C1)OC (4-bromo-1-fluoro-2-(4-methoxy-benzyl)-benzene). The yield is 93.5%. As a reaction SMILES: [Br:1][C:2]1[CH:3]=[CH:4][C:5]([F:18])=[C:6]([C:8]([C:10]2[CH:15]=[CH:14][C:13]([O:16][CH3:17])=[CH:12][CH:11]=2)=O)[CH:7]=1.C([SiH](CC)CC)C.B(F)(F)F.CCOCC.[OH-].[K+]>ClCCl.C(#N)C.O>[Br:1][C:2]1[CH:3]=[CH:4][C:5]([F:18])=[C:6]([CH2:8][C:10]2[CH:15]=[CH:14][C:13]([O:16][CH3:17])=[CH:12][CH:11]=2)[CH:7]=1 |f:2.3,4.5|. Procedure: To a well stirred solution of (5-bromo-2-fluoro-phenyl)-(4-methoxy-phenyl)-methanone (22.5 g, 72.80 mmol) and triethylsilane (27.9 mL, 20.3 g, 175.0 mmol) in dichloromethane (20 mL) and acetonitrile (60 mL) at 0° C. was added boron trifluoride etherate (32.0 mL, 36.2 g, 255.0 mmol) dropwise. Boron trifluoride etherate was added at a rate so that the internal temperature did not exceed 20° C. The reaction solution was warmed to room temperature and stirred overnight. After a total of 18 hours, a ... Yields the product C(CCCCCCCC)(=O)O (Nonanoic Acid). Reactants: C9, OC(CCCCCCCCCCC)(P(O)(=O)O)P(O)(=O)O (1-hydroxy-1,1 -dodecanediphosphonic acid), crude product, OC(CCCCCCCCCCC)(P(O)(=O)O)P(O)(=O)O (1-hydroxy-1,1-dodecane diphosphonic acid), dibutyl butyl phosphonate, kerosene, kerosene, stearic acids, C(C(CCCCCCCCCC)P(O)(=O)O)(P(O)(=O)O)P(O)(=O)O (dodecane-1,1,2-triphosphonic acid), C(CCCCCCCCCCC)(=O)O (lauric acid). RXN SMILES: C(P(O)(=O)O)(P(O)(=O)O)C(P(O)(=O)O)CCCCCCCCCC.OC(P(O)(=O)O)(P(O)(=O)O)CCCCCCCCCCC.[C:46]([OH:59])(=[O:58])[CH2:47][CH2:48][CH2:49][CH2:50][CH2:51][CH2:52][CH2:53][CH2:54]CCC>C(P(=O)(OCCCC)OCCCC)CCC.P(=O)(O)(O)O>[C:46]([OH:59])(=[O:58])[CH2:47][CH2:48][CH2:49][CH2:50][CH2:51][CH2:52][CH2:53][CH3:54]. Procedure: In similar manner C9, C12, C16 and C18 extractants were prepared at 150° C. from iso-nonanoic, lauric, iso-hexadecanoic and stearic acids respectively. NMR analysis of the C12 extractant revealed that dodecane-1,1,2-triphosphonic acid was a major component of the crude product and that 1-hydroxy-1,1-dodecane diphosphonic acid was absent. When a solution of the crude C12 extractant (10 wt %) in dibutyl butylphosphonate (10 wt %) and kerosene (80 wt %) was shaken with equal volume of 10 M phosphor... The solvent is P(O)(O)(O)=O (phosphoric acid), P(O)(O)(O)=O (phosphoric acid), C(CCC)P(OCCCC)(OCCCC)=O (dibutyl butylphosphonate), P(O)(O)(O)=O (phosphoric acid). Starting materials: [H-].[Na+] (Sodium hydride), OCC1=NC=CC=C1C (2-Hydroxymethyl-3-methylpyridine), ClC=1C(=CC=2N(N1)C(=NN2)C2=CC=CC=C2)C2(CCCC2)C (6-chloro-7-(1-methylcyclopentyl)-3-phenyl-1,2,4-triazolo[4,3-b]pyridazine). Solvent: CN(C=O)C (dimethylformamide). Reaction conditions: time 18 hour. Yields the product CC1(CCCC1)C1=CC=2N(N=C1OCC1=NC=CC=C1C)C(=NN2)C2=CC=CC=C2 (7-(1-Methylcyclopentyl)-6-(3-methylpyridin-2-ylmethoxv)-3-phenyl-1,2,4-triazolo[4,3-b]pyridazine). Reaction SMILES: [OH:1][CH2:2][C:3]1[C:8]([CH3:9])=[CH:7][CH:6]=[CH:5][N:4]=1.[H-].[Na+].Cl[C:13]1[C:14]([C:28]2([CH3:33])[CH2:32][CH2:31][CH2:30][CH2:29]2)=[CH:15][C:16]2[N:17]([C:19]([C:22]3[CH:27]=[CH:26][CH:25]=[CH:24][CH:23]=3)=[N:20][N:21]=2)[N:18]=1>CN(C)C=O>[CH3:33][C:28]1([C:14]2[C:13]([O:1][CH2:2][C:3]3[C:8]([CH3:9])=[CH:7][CH:6]=[CH:5][N:4]=3)=[N:18][N:17]3[C:19]([C:22]4[CH:23]=[CH:24][CH:25]=[CH:26][CH:27]=4)=[N:20][N:21]=[C:16]3[CH:15]=2)[CH2:32][CH2:31][CH2:30][CH2:29]1 |f:1.2|. Reported procedure: 2-Hydroxymethyl-3-methylpyridine (43 mg) was dissolved in dimethylformamide (2 ml) under N2. Sodium hydride (60% w/w in oil, 14 mg) was added followed after 5-10 minutes by 6-chloro-7-(1-methylcyclopentyl)-3-phenyl-1,2,4-triazolo[4,3-b]pyridazine (100 mg). Reaction was stirred at room temperature for 18 hours, partitioned between ethyl acetate and water, organic phase separated, dried (MgSO4) and evaporated to dryness. Recrystled from ethyl acetate to give pure product. 1H NMR (360 MHz, CDCl3) δ... The reactants are ClC1=NC2=CC=C(C=C2C=C1)OC (2-chloro-6-methoxyquinoline), ClC1=NC2=CC=C(C=C2C=C1)OC (2-chloro-6-methoxyquinoline), COC(=O)C1=CC=C(C=C1)B(O)O ((4-(methoxycarbonyl)phenyl) boronic acid). Yields the product OC=1C=C2C=CC(=NC2=CC1)C1=CC=C(C(=O)O)C=C1 (4-(6-hydroxyquinolin-2-yl)benzoic acid). Reaction SMILES: Cl[C:2]1[CH:11]=[CH:10][C:9]2[C:4](=[CH:5][CH:6]=[C:7]([O:12]C)[CH:8]=2)[N:3]=1.C[O:15][C:16]([C:18]1[CH:23]=[CH:22][C:21](B(O)O)=[CH:20][CH:19]=1)=[O:17]>>[OH:12][C:7]1[CH:8]=[C:9]2[C:4](=[CH:5][CH:6]=1)[N:3]=[C:2]([C:21]1[CH:22]=[CH:23][C:18]([C:16]([OH:17])=[O:15])=[CH:19][CH:20]=1)[CH:11]=[CH:10]2. Reported procedure: Followed Scheme 2, A conditions: Starting materials: 2-chloro-6-methoxyquinoline (Intermediate 1) (100 mg, 0.52 mmol) and (4-(methoxycarbonyl)phenyl) boronic acid. 1H NMR (DMSO-d6, 400 MHz): δ 13.06-12.90 (bs, 1H), 10.14 (s, 1H), 8.36-8.33 (d, 2H), 8.30-8.27 (d, 1H), 8.11-8.06 (m, 3H), 7.97-7.94 (d, 1H), 7.38-7.34 (dd, 1H), 7.20 (s, 1H). MS (ESI): m/z 266.08 [M+H]+. Starting materials: ice, Cl(=O)(=O)(=O)[O-].[Na+] (sodium perchlorate), CN(C=CC(=O)C1=CC=C(C=C1)C(F)(F)F)C (3-(dimethylamino)-1-[4-(trifluoromethyl)phenyl]-2-propen-1-one), CN(C=CC(=O)C1=CC=C(C=C1)C(F)(F)F)C (3-(dimethylamino)-1-[4-(trifluoromethyl)phenyl]-2-propen-1-one), O=P(Cl)(Cl)Cl (POCl3). The solvent is O (water), C(C)OCC (diethyl ether), ClCCl (dichloromethane). Conditions: time 3 hour. Yields the product Cl(=O)(=O)(=O)[O-].ClC(=CC=[N+](C)C)C1=CC=C(C=C1)C(F)(F)F (N-{3-Chloro-3-[4-(trifluoromethyl)phenyl]-2-propen-1-ylidene}-N-methylmethanaminium perchlorate). RXN SMILES: [CH3:1][N:2]([CH3:17])[CH:3]=[CH:4][C:5]([C:7]1[CH:12]=[CH:11][C:10]([C:13]([F:16])([F:15])[F:14])=[CH:9][CH:8]=1)=O.O=P(Cl)(Cl)[Cl:20].[Cl:23]([O-:27])(=[O:26])(=[O:25])=[O:24].[Na+]>ClCCl.O.C(OCC)C>[Cl:23]([O-:27])(=[O:26])(=[O:25])=[O:24].[Cl:20][C:5]([C:7]1[CH:12]=[CH:11][C:10]([C:13]([F:16])([F:15])[F:14])=[CH:9][CH:8]=1)=[CH:4][CH:3]=[N+:2]([CH3:17])[CH3:1] |f:2.3,7.8|. Reported procedure: A solution of 3-(dimethylamino)-1-[4-(trifluoromethyl)phenyl]-2-propen-1-one (may be prepared as described in Intermediate 2) (1.49 g, 6.13 mmol) in dichloromethane (DCM) (6 ml) was cooled in an ice-water bath before the dropwise addition of POCl3 (0.571 ml, 6.13 mmol). The ice-water bath was removed and the reaction mixture stirred at room temperature for 3 hours. The solvent was removed under vacuum to yield a solid. To the solid was then added to an ice-cold solution of sodium perchlorate (3.... Reaction SMILES: [C:1]([c:2]1[cH:3][cH:4][cH:5][cH:6][cH:7]1)(=[O:8])[NH:9][CH:10]([CH2:11][c:12]1[cH:13][cH:14][cH:15][cH:16][cH:17]1)[C:18](=[O:19])[NH:20][CH:21]([CH2:22][c:23]1[cH:24][cH:25][c:26]([OH:29])[cH:27][cH:28]1)[C:30](=[O:31])[O:32][CH3:33].[CH3:37][OH:38].[ClH:36].[Na+:35].[OH-:34]>>[C:1]([c:2]1[cH:3][cH:4][cH:5][cH:6][cH:7]1)(=[O:8])[NH:9][CH:10]([CH2:11][c:12]1[cH:13][cH:14][cH:15][cH:16][cH:17]1)[C:18](=[O:19])[NH:20][CH:21]([CH2:22][c:23]1[cH:24][cH:25][c:26]([OH:29])[cH:27][cH:28]1)[C:30](=[O:31])[OH:32]. The product is O=C(NC(Cc1ccccc1)C(=O)NC(Cc1ccc(O)cc1)C(=O)O)c1ccccc1. Reactants: COC(=O)C(Cc1ccc(O)cc1)NC(=O)C(Cc1ccccc1)NC(=O)c1ccccc1, CO, Cl, [Na+], [OH-]. Isolated yield 89.7%. Solvent: C(C)O (ethanol). The reactants are C1(=CC=CC=C1)COC1=C(C(=C(C2=CC=CC=C12)OCC1=CC=CC=C1)C(=O)OCC)C(=O)OCC (diethyl 1,4-bis[(phenylmethyl)oxy]-2,3-naphthalenedicarboxylate), [OH-].[Na+] (sodium hydroxide). The product is C1(=CC=CC=C1)COC1=C(C(=C(C2=CC=CC=C12)OCC1=CC=CC=C1)C(=O)O)C(=O)O (1,4-Bis[(phenylmethyl)oxy]-2,3-naphthalenedicarboxylic acid). Reported procedure: A mixture of diethyl 1,4-bis[(phenylmethyl)oxy]-2,3-naphthalenedicarboxylate (4.78 g, 9.88 mmol), ethanol (75 ml), and 2N aqueous sodium hydroxide solution (75 ml) was refluxed for 2 hours. The reaction mixture was cooled and evaporated. This was acidified with HCl (2N) and the resulting cream solid was collected by filtration and washed with water. This was dried under vacuum to give the title compound (3.79 g, 8.86 mmol). LC/MS: Rt=3.15, [MH]− 427. Reaction SMILES: [C:1]1([CH2:7][O:8][C:9]2[C:18]3[C:13](=[CH:14][CH:15]=[CH:16][CH:17]=3)[C:12]([O:19][CH2:20][C:21]3[CH:26]=[CH:25][CH:24]=[CH:23][CH:22]=3)=[C:11]([C:27]([O:29]CC)=[O:28])[C:10]=2[C:32]([O:34]CC)=[O:33])[CH:6]=[CH:5][CH:4]=[CH:3][CH:2]=1.[OH-].[Na+]>C(O)C>[C:1]1([CH2:7][O:8][C:9]2[C:18]3[C:13](=[CH:14][CH:15]=[CH:16][CH:17]=3)[C:12]([O:19][CH2:20][C:21]3[CH:26]=[CH:25][CH:24]=[CH:23][CH:22]=3)=[C:11]([C:27]([OH:29])=[O:28])[C:10]=2[C:32]([OH:34])=[O:33])[CH:2]=[CH:3][CH:4]=[CH:5][CH:6]=1 |f:1.2|. Starting materials: C(C1=CC=CC=C1)OC1=C(C=CC[N+](=O)[O-])C(=CC=C1OCC)C[N+](=O)[O-] (2-benzyloxy-3-ethoxy-6,β-dinitromethylstyrene), C(C1=CC=CC=C1)OC1=C(C=CC[N+](=O)[O-])C(=CC=C1OC)C[N+](=O)[O-] (2-benzyloxy-3-methoxy-6,β-dinitromethylstyrene). Product: C(C1=CC=CC=C1)OC1=C2C=C(NC2=CC=C1OC)C (4-benzyloxy-5-methoxy-2-methylindole). The yield is 40.0%. As a reaction SMILES: [CH2:1]([O:8][C:9]1[C:20]([O:21][CH2:22]C)=[CH:19][CH:18]=[C:17](C[N+]([O-])=O)[C:10]=1[CH:11]=[CH:12][CH2:13][N+]([O-])=O)[C:2]1[CH:7]=[CH:6][CH:5]=[CH:4][CH:3]=1.C(OC1C(OC)=CC=C(C[N+]([O-])=O)C=1C=CC[N+:41]([O-])=O)C1C=CC=CC=1>>[CH2:1]([O:8][C:9]1[C:20]([O:21][CH3:22])=[CH:19][CH:18]=[C:17]2[C:10]=1[CH:11]=[C:12]([CH3:13])[NH:41]2)[C:2]1[CH:7]=[CH:6][CH:5]=[CH:4][CH:3]=1. Reported procedure: This compound is obtained according to the operating method described in Example 2b, in which the 2-benzyloxy-3-ethoxy-6,β-dinitromethylstyrene is replaced with 2-benzyloxy-3-methoxy-6,β-dinitromethylstyrene. A pale yellow powder (yield=40%, m.p.=74°-75° C.) is obtained.